From a dataset of the Open Reaction Database (ORD), a public repository of structured organic reaction records. describe an organic reaction: reactants, conditions, products, and yield Starting materials: CO, COC(=O)c1ncn2c1CN=C(c1ccccc1F)c1cc(Cl)ccc1-2, [K+], [OH-], O. Product: O=C(O)c1ncn2c1CN=C(c1ccccc1F)c1cc(Cl)ccc1-2. Reaction SMILES: [CH3:29][OH:30].[Cl:1][c:2]1[cH:3][cH:4][c:5]2[c:6]([cH:26]1)[C:7]([c:19]1[c:20]([F:25])[cH:21][cH:22][cH:23][cH:24]1)=[N:8][CH2:9][c:10]1[n:11]-2[cH:12][n:13][c:14]1[C:15](=[O:16])[O:17][CH3:18].[K+:28].[OH-:27].[OH2:31]>>[Cl:1][c:2]1[cH:3][cH:4][c:5]2[c:6]([cH:26]1)[C:7]([c:19]1[c:20]([F:25])[cH:21][cH:22][cH:23][cH:24]1)=[N:8][CH2:9][c:10]1[n:11]-2[cH:12][n:13][c:14]1[C:15](=[O:16])[OH:17].